This data is from the Open Reaction Database (ORD), a public repository of structured organic reaction records. The task is: describe an organic reaction: reactants, conditions, products, and yield Product: C(C1=CC=CC=C1)OC=1C(=NC(=NC1O)CC1(CCCC1)C1=CC(=C(C=C1)Cl)Cl)C(=O)O (5-(Benzyloxy)-2-((1-(3,4-dichlorophenyl)cyclopentyl)methyl)-6-hydroxypyrimidine-4-carboxylic acid). Reaction SMILES: [CH2:1]([O:8][C:9]1[C:10]([C:30]([O:32]C(C)(C)C)=[O:31])=[N:11][C:12]([CH2:16][C:17]2([C:22]3[CH:27]=[CH:26][C:25]([Cl:28])=[C:24]([Cl:29])[CH:23]=3)[CH2:21][CH2:20][CH2:19][CH2:18]2)=[N:13][C:14]=1[OH:15])[C:2]1[CH:7]=[CH:6][CH:5]=[CH:4][CH:3]=1.C(OC1C(C(O)=O)=NC(CC2(C3C=CC(C(F)(F)F)=CC=3)CCCC2)=NC=1O)C1C=CC=CC=1>>[CH2:1]([O:8][C:9]1[C:10]([C:30]([OH:32])=[O:31])=[N:11][C:12]([CH2:16][C:17]2([C:22]3[CH:27]=[CH:26][C:25]([Cl:28])=[C:24]([Cl:29])[CH:23]=3)[CH2:18][CH2:19][CH2:20][CH2:21]2)=[N:13][C:14]=1[OH:15])[C:2]1[CH:3]=[CH:4][CH:5]=[CH:6][CH:7]=1. Reported procedure: 5-(Benzyloxy)-2-((1-(3,4-dichlorophenyl)cyclopentyl)methyl)-6-hydroxypyrimidine-4-carboxylic acid (488) was synthesized as a white solid from tert-butyl 5-(benzyloxy)-2-((1-(3,4-dichlorophenyl)cyclopentyl)methyl)-6-hydroxypyrimidine-4-carboxylate (487) following the procedure described for 5-benzyloxy-2-[1-(4-trifluoromethyl-phenyl)-cyclopentylmethyl]-6-hydroxypyrimidine-4-carboxylic acid (244). Reactants: C(C1=CC=CC=C1)OC=1C(=NC(=NC1O)CC1(CCCC1)C1=CC(=C(C=C1)Cl)Cl)C(=O)OC(C)(C)C (tert-Butyl 5-(benzyloxy)-2-((1-(3,4-dichlorophenyl)cyclopentyl)methyl)-6-hydroxypyrimidine-4-carboxylate), C(C1=CC=CC=C1)OC=1C(=NC(=NC1O)CC1(CCCC1)C1=CC=C(C=C1)C(F)(F)F)C(=O)O (5-benzyloxy-6-hydroxy-2-[1-(4-trifluoromethyl-phenyl)-cyclopentylmethyl]-pyrimidine-4-carboxylic acid). Starting materials: C(CCC)OC=1C=C(CN)C=CC1OC (3-n-butoxy-4-methoxybenzylamine), O1CCOCC1 (1,4-dioxane), ClC=1C(NN=C(C1Cl)OCC)=O (4,5-dichIoro-6-ethoxy-3(2H)pyridazinone). Solvent: O (water). Run at time 15 hour. Product: ClC=1C(NN=C(C1NCC1=CC(=C(C=C1)OC)OCCCC)OCC)=O (4-chloro-5-(3-n-butoxy-4-methoxybenzylamino)-6-ethoxy-3(2H)pyridazinone). Reaction SMILES: [Cl:1][C:2]1[C:3](=[O:12])[NH:4][N:5]=[C:6]([O:9][CH2:10][CH3:11])[C:7]=1Cl.[CH2:13]([O:17][C:18]1[CH:19]=[C:20]([CH:23]=[CH:24][C:25]=1[O:26][CH3:27])[CH2:21][NH2:22])[CH2:14][CH2:15][CH3:16].O1CCOCC1>O>[Cl:1][C:2]1[C:3](=[O:12])[NH:4][N:5]=[C:6]([O:9][CH2:10][CH3:11])[C:7]=1[NH:22][CH2:21][C:20]1[CH:23]=[CH:24][C:25]([O:26][CH3:27])=[C:18]([O:17][CH2:13][CH2:14][CH2:15][CH3:16])[CH:19]=1. Procedure: A mixture comprising 7.32 g of 4,5-dichIoro-6-ethoxy-3(2H)pyridazinone prepared in Reference Example 2, 21.95 g of 3-n-butoxy-4-methoxybenzylamine, 60 ml of 1,4-dioxane and 60 ml of water, was refluxed under stirring for 15 hours. Then, most 1,4-dioxane was distilled off under reduced pressure, and dilute hydrochloric acid was added for acidification. Then, chloroform was added thereto, and the mixture was vigorously shaked. The precipitated crystals were separated by filtration, and the chlorof... The reactants are C(C1=CC=CC=C1)N1CCOC2(C(C1)CCCC2)C2=CC(=CC=C2)OC (4-benzyl-9a-(3-methoxyphenyl)-perhydro-1,4-benzoxazepine). Reagents/catalysts: [Pd] (palladium/charcoal). Run in C(C)(=O)O (acetic acid). Yields the product COC=1C=C(C=CC1)C12C(CNCCO1)CCCC2 (9a-(3-Methoxyphenyl)-perhydro-1,4-benzoxazepine). RXN SMILES: C([N:8]1[CH2:14][CH:13]2[CH2:15][CH2:16][CH2:17][CH2:18][C:12]2([C:19]2[CH:24]=[CH:23][CH:22]=[C:21]([O:25][CH3:26])[CH:20]=2)[O:11][CH2:10][CH2:9]1)C1C=CC=CC=1>[Pd].C(O)(=O)C>[CH3:26][O:25][C:21]1[CH:20]=[C:19]([C:12]23[CH2:18][CH2:17][CH2:16][CH2:15][CH:13]2[CH2:14][NH:8][CH2:9][CH2:10][O:11]3)[CH:24]=[CH:23][CH:22]=1. Reported procedure: 16 g (0.045 mole) of 4-benzyl-9a-(3-methoxyphenyl)-perhydro-1,4-benzoxazepine (boiling point 240°-260° C./0.07 mbar), prepared by methods similar to that of Example 1, are hydrogenated in the conventional manner with a palladium/charcoal catalyst (5 g of 5% strength Pd on charcoal) in glacial acetic acid; after filtration and distillation, 8.8 g (75% of theory) of 9a-(3-methoxyphenyl)-perhydro-1,4-benzoxazepine, of boiling point 180°-185° C./0.07 mbar, are obtained. Reactants: COc1ccc(C2C(O)c3ccc(OC)cc3C3CCCCC32)cc1, CCOC(C)=O, Cc1ccc(S(=O)(=O)O)cc1, c1ccccc1. The product is COc1ccc(C2=Cc3ccc(OC)cc3C3CCCCC23)cc1. As a reaction SMILES: [CH3:1][O:2][c:3]1[cH:4][c:5]2[c:14]([cH:15][cH:16]1)[CH:13]([OH:17])[CH:12]([c:18]1[cH:19][cH:20][c:21]([O:24][CH3:25])[cH:22][cH:23]1)[CH:11]1[CH:6]2[CH2:7][CH2:8][CH2:9][CH2:10]1.[CH3:43][CH2:44][O:45][C:46](=[O:47])[CH3:48].[c:26]1([CH3:27])[cH:28][cH:29][c:30]([S:31]([OH:32])(=[O:33])=[O:34])[cH:35][cH:36]1.[cH:37]1[cH:38][cH:39][cH:40][cH:41][cH:42]1>>[CH3:1][O:2][c:3]1[cH:4][c:5]2[c:14]([cH:15][cH:16]1)[CH:13]=[C:12]([c:18]1[cH:19][cH:20][c:21]([O:24][CH3:25])[cH:22][cH:23]1)[CH:11]1[CH:6]2[CH2:7][CH2:8][CH2:9][CH2:10]1. The reactants are C1(CCC2=CC=CC=C12)=O (1-indanone), C(C=O)(=O)O (glyoxylic acid), CH2SO4. Run in O1CCOCC1 (dioxane). The product is O=C1\C(\CC2=CC=CC=C12)=C\C(=O)O ((E)-2-(1-Oxo-1H-inden-2(3H)-ylidene)acetic Acid). Isolated yield 91.7%. Reaction SMILES: [C:1]1(=[O:10])[C:9]2[C:4](=[CH:5][CH:6]=[CH:7][CH:8]=2)[CH2:3][CH2:2]1.[C:11]([OH:15])(=[O:14])[CH:12]=O>O1CCOCC1>[O:10]=[C:1]1[C:9]2[C:4](=[CH:5][CH:6]=[CH:7][CH:8]=2)[CH2:3]/[C:2]/1=[CH:12]\[C:11]([OH:15])=[O:14]. Reported procedure: A mixture of 1-indanone (145) (25 g, 190 mmol), glyoxylic acid (50% aqueous solution, 70 g, 470 mmol), and CH2SO4 (6.25 mL) in dioxane (25 mL) were stirred at reflux temperature for 4 h. The mixture was cooled, the product filtered off, washed with water and dried to give acid 146 (32.8 g, 92%) as a white solid: mp 201-203° C. [lit. (Nagasawa et al., Japanese Patent 04338358, 1992) 205-206° C.]; 1H NMR [(CD3)2SO] δ 12.00 (br s, 1H, OH), 7.73-7.80 (m, 2H, H-5, H-7), 7.68 (br d, J=7.7 Hz, 1H, H-4)... The reactants are N (ammonia), NC1=NC=C(C(=N1)O)CCC1=CC=CC=C1 (2-amino-5-phenethylpyrimidine-4-ol), P(=O)(Cl)(Cl)Cl (phosphorous oxychloride), Ice water. Reaction conditions: temperature 90 celsius. Yields the product ClC1=NC(=NC=C1CCC1=CC=CC=C1)N (4-Chloro-5-phenethylpyrimidine-2-ylamine). Yield: 40.7%. As a reaction SMILES: [NH2:1][C:2]1[N:7]=[C:6](O)[C:5]([CH2:9][CH2:10][C:11]2[CH:16]=[CH:15][CH:14]=[CH:13][CH:12]=2)=[CH:4][N:3]=1.P(Cl)(Cl)([Cl:19])=O.N>>[Cl:19][C:6]1[C:5]([CH2:9][CH2:10][C:11]2[CH:16]=[CH:15][CH:14]=[CH:13][CH:12]=2)=[CH:4][N:3]=[C:2]([NH2:1])[N:7]=1. Procedure details: A mixture of 2-amino-5-phenethylpyrimidine-4-ol (600 mg, 2.79 mmol) and phosphorous oxychloride (5 ml) was kept to warm at 90° C. for 6 hours. The reaction mixture was condensed in vacuo. Ice-water was added to the residue and an aqueous ammonia was cautiously added thereto. The solution was extracted with chloroform. The organic layer was washed with saturated brine, dried over sodium sulfate and concentrated in vacuo. The residue was purified by silica gel column chromatography (chloroform:eth... Reactants: O=C([O-])[O-], C=CCBr, CC(C)=O, COC(=O)c1ccc(O)c(Cl)c1, [K+], [K+]. The product is C=CCc1cc(C(=O)OC)cc(Cl)c1O. RXN SMILES: [C:17](=[O:18])([O-:19])[O-:20].[CH2:13]([CH:14]=[CH2:15])[Br:16].[CH3:23][C:24](=[O:25])[CH3:26].[Cl:1][c:2]1[cH:3][c:4]([C:5](=[O:6])[O:7][CH3:8])[cH:9][cH:10][c:11]1[OH:12].[K+:21].[K+:22]>>[Cl:1][c:2]1[cH:3][c:4]([C:5](=[O:6])[O:7][CH3:8])[cH:9][c:10]([CH2:15][CH:14]=[CH2:13])[c:11]1[OH:12]. Reactants: C1CC(N2C(CCC12)=O)=O (dihydro-1H-pyrrolizine-3,5-(2H,6H)-dione), lower alkyl amine, mono(lower alkyl) ester, ON=C(CCC(=O)O)CCC(=O)O (4-(hydroxyimino)heptanedioic acid). Product: O=C1CCC(N1)CCC(=O)O (5-oxo-2-pyrrolidinepropanoic acid). As a reaction SMILES: C1C2N(C(=O)CC2)C(=O)C1.O[N:12]=[C:13]([CH2:19][CH2:20][C:21]([OH:23])=[O:22])[CH2:14][CH2:15][C:16](O)=[O:17]>>[O:17]=[C:16]1[NH:12][CH:13]([CH2:19][CH2:20][C:21]([OH:23])=[O:22])[CH2:14][CH2:15]1. Reported procedure: In accordance with the present invention an improved process for preparing dihydro-1H-pyrrolizine-3,5-(2H,6H)-dione comprises the steps of first catalytically hydrogenating a mono(lower alkyl) ester of 4-(hydroxyimino)heptanedioic acid in the presence of a tertiary lower alkyl amine to produce 5-oxo-2-pyrrolidinepropanoic acid, and thereafter heating the 5-oxo-2-pyrrolidinepropanoic acid in the presence of a cyclizing agent to form dihydro-1H-pyrrolizine-3,5-(2H,6H)-dione.